From a dataset of the Open Reaction Database (ORD), a public repository of structured organic reaction records. describe an organic reaction: reactants, conditions, products, and yield Reaction SMILES: [Br:14][N:15]1[C:16](=[O:17])[CH2:18][CH2:19][C:20]1=[O:21].[CH3:1][c:2]1[cH:3][cH:4][c:5]([S:8](=[O:9])(=[O:10])[CH2:11][CH2:12][CH3:13])[cH:6][cH:7]1.[S:22](=[O:23])(=[O:24])([OH:25])[OH:26]>>[CH3:1][c:2]1[c:3]([Br:14])[cH:4][c:5]([S:8](=[O:9])(=[O:10])[CH2:11][CH2:12][CH3:13])[cH:6][cH:7]1. Yields the product CCCS(=O)(=O)c1ccc(C)c(Br)c1. Reactants: O=C1CCC(=O)N1Br, CCCS(=O)(=O)c1ccc(C)cc1, O=S(=O)(O)O. Reactants: CCOC(=O)CCCBr, Cc1c(N(Cc2ccc(Oc3cccc(O)c3)cc2)Cc2ccc(F)cc2F)cccc1[N+](=O)[O-]. Yields the product CCOC(=O)CCCOc1cccc(Oc2ccc(CN(Cc3ccc(F)cc3F)c3cccc([N+](=O)[O-])c3C)cc2)c1. RXN SMILES: [Br:36][CH2:37][CH2:38][CH2:39][C:40](=[O:41])[O:42][CH2:43][CH3:44].[F:1][c:2]1[c:3]([CH2:4][N:5]([c:6]2[c:7]([CH3:15])[c:8]([N+:12](=[O:13])[O-:14])[cH:9][cH:10][cH:11]2)[CH2:16][c:17]2[cH:18][cH:19][c:20]([O:21][c:22]3[cH:23][c:24]([OH:28])[cH:25][cH:26][cH:27]3)[cH:29][cH:30]2)[cH:31][cH:32][c:33]([F:35])[cH:34]1>>[F:1][c:2]1[c:3]([CH2:4][N:5]([c:6]2[c:7]([CH3:15])[c:8]([N+:12](=[O:13])[O-:14])[cH:9][cH:10][cH:11]2)[CH2:16][c:17]2[cH:18][cH:19][c:20]([O:21][c:22]3[cH:23][c:24]([O:28][CH2:37][CH2:38][CH2:39][C:40](=[O:41])[O:42][CH2:43][CH3:44])[cH:25][cH:26][cH:27]3)[cH:29][cH:30]2)[cH:31][cH:32][c:33]([F:35])[cH:34]1. Starting materials: C1CCNC1, CN(C)S(=O)(=O)c1ccc2c(c1)CC(=O)N2, CCO, O=Cc1ccc2cccccc1-2. Yields the product CN(C)S(=O)(=O)c1ccc2c(c1)C(=Cc1ccc3cccccc1-3)C(=O)N2. Reaction SMILES: [CH2:29]1[CH2:30][NH:31][CH2:32][CH2:33]1.[CH3:1][N:2]([S:3](=[O:4])(=[O:5])[c:6]1[cH:7][c:8]2[c:12]([cH:13][cH:14]1)[NH:11][C:10](=[O:15])[CH2:9]2)[CH3:16].[CH3:34][CH2:35][OH:36].[c:17]1([CH:27]=[O:28])[cH:18][cH:19][c:20]2[cH:21][cH:22][cH:23][cH:24][cH:25][c:26]1-2>>[CH3:1][N:2]([S:3](=[O:4])(=[O:5])[c:6]1[cH:7][c:8]2[c:12]([cH:13][cH:14]1)[NH:11][C:10](=[O:15])[C:9]2=[CH:27][c:17]1[cH:18][cH:19][c:20]2[cH:21][cH:22][cH:23][cH:24][cH:25][c:26]1-2)[CH3:16]. Starting materials: N(C1=CC=CC=C1)C=1C=C2C(C(=O)NC2=O)=CC1NC1=CC=C(C=C1)OC (4-anilino-5-(4-methoxy-anilino)-phthalimide), B(Br)(Br)Br (boron tribromide). Solvent: C(Cl)(Cl)Cl (chloroform). Reaction conditions: temperature -30 celsius, time 5 hour. Product: N(C1=CC=CC=C1)C=1C=C2C(C(=O)NC2=O)=CC1NC1=CC=C(C=C1)O (4-Anilino-5-(4-hydroxy-anilino)-phthalimide). Reaction SMILES: [NH:1]([C:8]1[CH:9]=[C:10]2[C:15](=[O:16])[NH:14][C:12](=[O:13])[C:11]2=[CH:17][C:18]=1[NH:19][C:20]1[CH:25]=[CH:24][C:23]([O:26]C)=[CH:22][CH:21]=1)[C:2]1[CH:7]=[CH:6][CH:5]=[CH:4][CH:3]=1.B(Br)(Br)Br>C(Cl)(Cl)Cl>[NH:1]([C:8]1[CH:9]=[C:10]2[C:15](=[O:16])[NH:14][C:12](=[O:13])[C:11]2=[CH:17][C:18]=1[NH:19][C:20]1[CH:21]=[CH:22][C:23]([OH:26])=[CH:24][CH:25]=1)[C:2]1[CH:7]=[CH:6][CH:5]=[CH:4][CH:3]=1. Procedure: To a solution of 359.4 mg (1 mmol) of 4-anilino-5-(4-methoxy-anilino)-phthalimide in 5 ml of chloroform, a solution of 186 μl (2 mmol) boron tribromide is added dropwise at -40° C. to -30° C. The reaction mixture is stirred for 5 hours at -30° C., and is then quenched with 5 ml of water. The reaction mixture is warmed up to room temperature, and the phases are separated. The organic phase is washed twice with water, dried over magnesium sulfate and concentrated by evaporation. Excluding light, t... The reactants are [O-][Br+][O-], [Na+], O, O, O, OCc1ccccc1. Product: O=Cc1ccccc1. Reaction SMILES: [Br+:12]([O-:13])[O-:14].[Na+:15].[OH2:10].[OH2:11].[OH2:9].[OH:1][CH2:2][c:3]1[cH:4][cH:5][cH:6][cH:7][cH:8]1>>[O:1]=[CH:2][c:3]1[cH:4][cH:5][cH:6][cH:7][cH:8]1. Starting materials: [H][H], CCn1cc(-c2ccnc3c2cc(-c2ccc(NC(C)=O)cc2)n3S(=O)(=O)c2ccccc2)c(-c2ccc([N+](=O)[O-])cc2)n1, [OH-], [OH-], [Pd+2]. The product is CCn1cc(-c2ccnc3c2cc(-c2ccc(NC(C)=O)cc2)n3S(=O)(=O)c2ccccc2)c(-c2ccc(N)cc2)n1. Reaction SMILES: [H:45][H:46].[N+:1]([O-:2])(=[O:3])[c:4]1[cH:5][cH:6][c:7](-[c:10]2[n:11][n:12]([CH2:43][CH3:44])[cH:13][c:14]2-[c:15]2[c:16]3[c:17]([n:18][cH:19][cH:20]2)[n:21]([S:34](=[O:35])(=[O:36])[c:37]2[cH:38][cH:39][cH:40][cH:41][cH:42]2)[c:22](-[c:24]2[cH:25][cH:26][c:27]([NH:30][C:31]([CH3:32])=[O:33])[cH:28][cH:29]2)[cH:23]3)[cH:8][cH:9]1.[OH-:47].[OH-:49].[Pd+2:48]>>[NH2:1][c:4]1[cH:5][cH:6][c:7](-[c:10]2[n:11][n:12]([CH2:43][CH3:44])[cH:13][c:14]2-[c:15]2[c:16]3[c:17]([n:18][cH:19][cH:20]2)[n:21]([S:34](=[O:35])(=[O:36])[c:37]2[cH:38][cH:39][cH:40][cH:41][cH:42]2)[c:22](-[c:24]2[cH:25][cH:26][c:27]([NH:30][C:31]([CH3:32])=[O:33])[cH:28][cH:29]2)[cH:23]3)[cH:8][cH:9]1.